This data is from the Open Reaction Database (ORD), a public repository of structured organic reaction records. The task is: describe an organic reaction: reactants, conditions, products, and yield Starting materials: COC(C1=CC(=C(C=C1)F)S(=O)(=O)C)=O (4-Fluoro-3-methanesulfonyl-benzoic acid methyl ester), Cl.CNC (dimethylamine hydrochloride), C([O-])([O-])=O.[K+].[K+] (potassium carbonate). Solvent: CS(=O)C (dimethylsulphoxid). Conditions: temperature 60 celsius, time 7 hour. Yields the product COC(C1=CC(=C(C=C1)N(C)C)S(=O)(=O)C)=O (4-Dimethylamino-3-methanesulfonyl-benzoic acid methyl ester). The yield is 56.0%. RXN SMILES: [CH3:1][O:2][C:3](=[O:15])[C:4]1[CH:9]=[CH:8][C:7](F)=[C:6]([S:11]([CH3:14])(=[O:13])=[O:12])[CH:5]=1.Cl.[CH3:17][NH:18][CH3:19].C(=O)([O-])[O-].[K+].[K+]>CS(C)=O>[CH3:1][O:2][C:3](=[O:15])[C:4]1[CH:9]=[CH:8][C:7]([N:18]([CH3:19])[CH3:17])=[C:6]([S:11]([CH3:14])(=[O:13])=[O:12])[CH:5]=1 |f:1.2,3.4.5|. Procedure: To a stirred solution of 5.23 g (22.5 mmol) 4-Fluoro-3-methanesulfonyl-benzoic acid methyl ester (J. Med. Chem.; 40; 13; 1997; 2017-2034) and 60.0 ml dimethylsulphoxid were added 2.23 g (27.0 mmol) dimethylamine hydrochloride and 6.54 g (47.3 mmol) potassium carbonate. The reaction mixture was stirred for 7 h at 60° C. in an autoclave and was concentrated with high vacuum rotation evaporator at 65° C. The residue was diluted with dichloromethane, washed twice with water. The combined water phase... Reaction SMILES: [OH-].[Na+].[Cl:3][C:4]1[CH:9]=[CH:8][C:7]([CH:10]([NH2:14])[C:11]([OH:13])=[O:12])=[CH:6][CH:5]=1.Cl.[CH2:16]([S:18]([N:21]1[CH2:25][CH2:24][N:23]([C:26](Cl)=[O:27])[C:22]1=[O:29])(=[O:20])=[O:19])[CH3:17]>O1CCOCC1>[CH2:16]([S:18]([N:21]1[CH2:25][CH2:24][N:23]([C:26]([NH:14][CH:10]([C:7]2[CH:6]=[CH:5][C:4]([Cl:3])=[CH:9][CH:8]=2)[C:11]([OH:13])=[O:12])=[O:27])[C:22]1=[O:29])(=[O:20])=[O:19])[CH3:17] |f:0.1|. Run in O1CCOCC1 (dioxane). Procedure details: Sufficient concentrated sodium hydroxide solution just to dissolve the acid was added to a suspension of 11.0 parts by weight of p-chloro-α-aminophenylacetic acid in 110 parts by volume of 50% strength aqueous dioxane. Dilute hydrochloric acid was then added with stirring until a pH of 7.5-8.0 was reached. 13.0 parts by weight of 3-ethylsulphonyl-imidazolidin-2-one-1-carbonyl chloride were then added in portions at about 0° C and the pH of the mixture was maintained at 7.5-8.0 by means of dilute... Reactants: [OH-].[Na+] (sodium hydroxide), Cl (hydrochloric acid), [OH-].[Na+] (sodium hydroxide), 11.0, ClC1=CC=C(C=C1)C(C(=O)O)N (p-chloro-α-aminophenylacetic acid), C(C)S(=O)(=O)N1C(N(CC1)C(=O)Cl)=O (3-ethylsulphonyl-imidazolidin-2-one-1-carbonyl chloride), [OH-].[Na+] (sodium hydroxide). The product is C(C)S(=O)(=O)N1C(N(CC1)C(=O)NC(C(=O)O)C1=CC=C(C=C1)Cl)=O (α[(3-Ethylsulphonyl-imidazolidin-2-on-1-yl)-carbonylamino]-p-chlorophenylacetic acid).